This data is from the Open Reaction Database (ORD), a public repository of structured organic reaction records. The task is: describe an organic reaction: reactants, conditions, products, and yield Starting materials: O=C([O-])[O-], Cc1nc(Cl)ccc1Oc1ncnc(OC2CCN(C(=O)OC(C)C)CC2)c1C, [K+], [K+], OCCS. Yields the product Cc1nc(SCCO)ccc1Oc1ncnc(OC2CCN(C(=O)OC(C)C)CC2)c1C. As a reaction SMILES: [C:30](=[O:31])([O-:32])[O-:33].[CH:1]([CH3:2])([CH3:3])[O:4][C:5](=[O:6])[N:7]1[CH2:8][CH2:9][CH:10]([O:13][c:14]2[n:15][cH:16][n:17][c:18]([O:21][c:22]3[c:23]([CH3:29])[n:24][c:25]([Cl:28])[cH:26][cH:27]3)[c:19]2[CH3:20])[CH2:11][CH2:12]1.[K+:34].[K+:35].[SH:36][CH2:37][CH2:38][OH:39]>>[CH:1]([CH3:2])([CH3:3])[O:4][C:5](=[O:6])[N:7]1[CH2:8][CH2:9][CH:10]([O:13][c:14]2[n:15][cH:16][n:17][c:18]([O:21][c:22]3[c:23]([CH3:29])[n:24][c:25]([S:36][CH2:37][CH2:38][OH:39])[cH:26][cH:27]3)[c:19]2[CH3:20])[CH2:11][CH2:12]1. Starting materials: CC1CN(C(=O)C(F)(F)F)CCc2nc(O)c(I)cc21, CN(C)C=O, O=P(Cl)(Cl)Cl. Product: CC1CN(C(=O)C(F)(F)F)CCc2nc(Cl)c(I)cc21. RXN SMILES: [I:1][c:2]1[cH:3][c:4]2[c:5]([n:18][c:19]1[OH:20])[CH2:6][CH2:7][N:8]([C:12]([C:13]([F:14])([F:15])[F:16])=[O:17])[CH2:9][CH:10]2[CH3:11].[O:26]=[CH:27][N:28]([CH3:29])[CH3:30].[P:21]([Cl:22])([Cl:23])([Cl:24])=[O:25]>>[I:1][c:2]1[cH:3][c:4]2[c:5]([n:18][c:19]1[Cl:23])[CH2:6][CH2:7][N:8]([C:12]([C:13]([F:14])([F:15])[F:16])=[O:17])[CH2:9][CH:10]2[CH3:11].